Task: describe an organic reaction: reactants, conditions, products, and yield. Dataset: the Open Reaction Database (ORD), a public repository of structured organic reaction records Reactants: ON1C(C=2C(C1=O)=CC=CC2)=O (N-hydroxyphthalimide), [Na] (sodium), Cl.CC1=C(N=CN1)CCl (5-methyl-4-chloromethylimidazole hydrochloride). Run in C(C)O (ethanol). Yields the product CC1=C(N=CN1)CON1C(C=2C(C1=O)=CC=CC2)=O (N-((5-methylimidazole-4-yl)methoxy)phthalimide). Isolated yield 48.7%. Reaction SMILES: [Na].[OH:2][N:3]1[C:7](=[O:8])[C:6]2=[CH:9][CH:10]=[CH:11][CH:12]=[C:5]2[C:4]1=[O:13].Cl.[CH3:15][C:16]1[NH:20][CH:19]=[N:18][C:17]=1[CH2:21]Cl>C(O)C>[CH3:15][C:16]1[NH:20][CH:19]=[N:18][C:17]=1[CH2:21][O:2][N:3]1[C:4](=[O:13])[C:5]2=[CH:12][CH:11]=[CH:10][CH:9]=[C:6]2[C:7]1=[O:8] |f:2.3,^1:0|. Procedure details: A mixture of 1 g of sodium and 80 ml of ethanol was cooled in an ice-bath and 7.12 g of N-hydroxyphthalimide was added thereto and the mixture was stirred at room temperature. The mixture was cooled in an ice-bath and 3.16 g of 5-methyl-4-chloromethylimidazole hydrochloride was added thereto. The resulting mixture was stirred for 2 hours. The solvent was distilled off and SSB was added to the residue and the mixture was extracted with chloroform. The extract was washed with SSC and dried with so... Starting materials: C=CCn1cc(Cc2ccc(C(=O)NS(=O)(=O)c3ccccc3C)cc2OC)c2cc(CC(=O)NCCCC)ccc21, CCO, [Na+], [OH-]. Yields the product CCCCNC(=O)Cc1ccc2c(c1)c(Cc1ccc(C(=O)NS(=O)(=O)c3ccccc3C)cc1OC)cn2CCC. Reaction SMILES: [CH2:1]([CH:2]=[CH2:3])[n:4]1[cH:5][c:6]([CH2:21][c:22]2[c:23]([O:41][CH3:42])[cH:24][c:25]([C:26](=[O:27])[NH:28][S:29](=[O:30])(=[O:31])[c:32]3[c:33]([CH3:38])[cH:34][cH:35][cH:36][cH:37]3)[cH:39][cH:40]2)[c:7]2[cH:8][c:9]([CH2:13][C:14]([NH:15][CH2:16][CH2:17][CH2:18][CH3:19])=[O:20])[cH:10][cH:11][c:12]12.[CH3:45][CH2:46][OH:47].[Na+:44].[OH-:43]>>[CH2:1]([CH2:2][CH3:3])[n:4]1[cH:5][c:6]([CH2:21][c:22]2[c:23]([O:41][CH3:42])[cH:24][c:25]([C:26](=[O:27])[NH:28][S:29](=[O:30])(=[O:31])[c:32]3[c:33]([CH3:38])[cH:34][cH:35][cH:36][cH:37]3)[cH:39][cH:40]2)[c:7]2[cH:8][c:9]([CH2:13][C:14]([NH:15][CH2:16][CH2:17][CH2:18][CH3:19])=[O:20])[cH:10][cH:11][c:12]12. Reactants: C(#N)CC(=O)OCC (ethyl cyanoacetate), CC=1C=C(CN)C=CC1 (3-methylbenzylamine). Run in C(C)O (ethanol). The product is CC=1C=C(C=CC1)CNC(CC#N)=O (N-(3-methylphenyl)methylcyanoacetamide). Yield: 51.5%. As a reaction SMILES: [C:1]([CH2:3][C:4]([O:6]CC)=O)#[N:2].[CH3:9][C:10]1[CH:11]=[C:12]([CH:15]=[CH:16][CH:17]=1)[CH2:13][NH2:14]>C(O)C>[CH3:9][C:10]1[CH:11]=[C:12]([CH2:13][NH:14][C:4](=[O:6])[CH2:3][C:1]#[N:2])[CH:15]=[CH:16][CH:17]=1. Procedure: 5.6 g of ethyl cyanoacetate and 6.06 g of 3-methylbenzylamine are refluxed for 9 h in 40 ml of ethanol to give a solution. After cooling, this solution gives a precipitate which is filtered off and washed with ethanol and ether to give 4.8 g of N-(3-methylphenyl)methylcyanoacetamide in the form of a white solid melting at 115° C. Yield 51%. Reactants: CCOC(OCC)c1cc(C(C)(C)CNC(=O)c2ccccc2)n(C)n1, COC(C)(C)C, Cl, [Na+], [Na+], O=C([O-])[O-], C1CCOC1. Product: Cn1nc(C=O)cc1C(C)(C)CNC(=O)c1ccccc1. Reaction SMILES: [CH2:2]([O:4][CH:5]([O:3][CH2:25][CH3:26])[c:6]1[cH:7][c:8]([C:12]([CH2:13][NH:14][C:15]([c:16]2[cH:17][cH:18][cH:19][cH:20][cH:21]2)=[O:22])([CH3:23])[CH3:24])[n:9]([CH3:11])[n:10]1)[CH3:27].[CH3:28][O:29][C:30]([CH3:31])([CH3:32])[CH3:33].[ClH:1].[Na+:34].[Na+:35].[O-:36][C:37](=[O:38])[O-:39].[O:40]1[CH2:41][CH2:42][CH2:43][CH2:44]1>>[O:4]=[CH:5][c:6]1[cH:7][c:8]([C:12]([CH2:13][NH:14][C:15]([c:16]2[cH:17][cH:18][cH:19][cH:20][cH:21]2)=[O:22])([CH3:23])[CH3:24])[n:9]([CH3:11])[n:10]1. Reactants: CC#N, OC1Cc2ccccc2C1O, [Na+], [OH-], O, O=S(=O)(O)O. Yields the product NC1c2ccccc2CC1O. Reaction SMILES: [CH3:20][C:21]#[N:22].[CH:1]1([OH:11])[CH:2]([OH:10])[CH2:3][c:4]2[cH:5][cH:6][cH:7][cH:8][c:9]21.[Na+:19].[OH-:18].[OH2:17].[S:12](=[O:13])(=[O:14])([OH:15])[OH:16]>>[CH:1]1([NH2:22])[CH:2]([OH:10])[CH2:3][c:4]2[cH:5][cH:6][cH:7][cH:8][c:9]21. The product is ClCCCOC=1C=CC=C2C(=NNC12)S(=O)(=O)C1=CC=CC2=CC=CC=C12 (7-(3-Chloro-propoxy)-3-(naphthalene-1-sulfonyl)-1-H-indazole), solid. Solvent: C1CCOC1 (THF), O (H2O). Reactants: ClCCCOC1=C(C(=CC=C1)CS(=O)(=O)C1=CC=CC2=CC=CC=C12)N (2-(3-chloro-propoxy)-6-(naphthalene-1-sulfonylmethyl)-phenyl amine), Cl (HCl), N(=O)[O-].[Na+] (sodium nitrite), C([O-])(O)=O.[Na+] (sodium bicarbonate). Reported procedure: A mixture of 2-(3-chloro-propoxy)-6-(naphthalene-1-sulfonylmethyl)-phenyl amine (1.66 g, 4.25 mmoles) in THF (7 mL), and 4M HCl (15 mL) was stirred in a round bottom flask, under nitrogen, at 3° C. A solution of sodium nitrite (0.3 g, 4.4 mmoles) in H2O (1 mL) was added dropwise. The reaction mixture was poured into a cold solution of saturated sodium bicarbonate (100 mL) and extracted with EtOAc. Compound was dried over Na2SO4, and concentrated under vacuum to afford the title compound as an of... Reaction conditions: temperature 3 celsius. Yield: 94.1%. Reaction SMILES: [Cl:1][CH2:2][CH2:3][CH2:4][O:5][C:6]1[CH:11]=[CH:10][CH:9]=[C:8]([CH2:12][S:13]([C:16]2[C:25]3[C:20](=[CH:21][CH:22]=[CH:23][CH:24]=3)[CH:19]=[CH:18][CH:17]=2)(=[O:15])=[O:14])[C:7]=1[NH2:26].Cl.[N:28]([O-])=O.[Na+].C(=O)(O)[O-].[Na+]>C1COCC1.O>[Cl:1][CH2:2][CH2:3][CH2:4][O:5][C:6]1[CH:11]=[CH:10][CH:9]=[C:8]2[C:7]=1[NH:26][N:28]=[C:12]2[S:13]([C:16]1[C:25]2[C:20](=[CH:21][CH:22]=[CH:23][CH:24]=2)[CH:19]=[CH:18][CH:17]=1)(=[O:15])=[O:14] |f:2.3,4.5|. The reactants are ClC1=NC=CC=C1S(=O)(=O)Cl (2-chloropyridine-3-sulfonyl chloride), CC=1C=C(N)C=C(C1)C (3,5-dimethylaniline). The solvent is O1CCOCC1 (1,4-dioxane). The product is ClC1=NC=CC=C1S(=O)(=O)NC1=CC(=CC(=C1)C)C (2-Chloro-N-(3,5-dimethylphenyl)pyridine-3-sulfonamide). Yield: 52.1%. As a reaction SMILES: [Cl:1][C:2]1[C:7]([S:8](Cl)(=[O:10])=[O:9])=[CH:6][CH:5]=[CH:4][N:3]=1.[CH3:12][C:13]1[CH:14]=[C:15]([CH:17]=[C:18]([CH3:20])[CH:19]=1)[NH2:16]>O1CCOCC1>[Cl:1][C:2]1[C:7]([S:8]([NH:16][C:15]2[CH:17]=[C:18]([CH3:20])[CH:19]=[C:13]([CH3:12])[CH:14]=2)(=[O:10])=[O:9])=[CH:6][CH:5]=[CH:4][N:3]=1. Procedure: The title compound (791 mg, 2.67 mmol) was prepared from 2-chloropyridine-3-sulfonyl chloride (1.09 g, 5.12 mmol) and 3,5-dimethylaniline (709 uL, 5.65 mmol) in 1,4-dioxane (30 mL) using the methods of (IntC1). Reactants: CN1C(=O)c2ccccc2C(C)(C)C1=O, O, O=[N+]([O-])O, O=S(=O)(O)O. Yields the product CN1C(=O)c2cc([N+](=O)[O-])ccc2C(C)(C)C1=O. Reaction SMILES: [CH3:1][N:2]1[C:3](=[O:15])[c:4]2[cH:5][cH:6][cH:7][cH:8][c:9]2[C:10]([CH3:13])([CH3:14])[C:11]1=[O:12].[OH2:20].[OH:16][N+:17]([O-:18])=[O:19].[S:21](=[O:22])(=[O:23])([OH:24])[OH:25]>>[CH3:1][N:2]1[C:3](=[O:15])[c:4]2[cH:5][c:6]([N+:17](=[O:16])[O-:18])[cH:7][cH:8][c:9]2[C:10]([CH3:13])([CH3:14])[C:11]1=[O:12]. Reaction SMILES: [CH3:1][O:2][c:3]1[cH:4][c:5](-[c:11]2[cH:12][c:13]3[c:14]([n:15][c:16]([S:19][CH3:20])[n:17][n:18]3)[n:21]([CH2:24][CH3:25])[c:22]2=[NH:23])[cH:6][c:7]([O:9][CH3:10])[cH:8]1.[CH3:26][C:27](=[O:28])[O:29][C:30](=[O:31])[CH3:32]>>[CH3:1][O:2][c:3]1[cH:4][c:5](-[c:11]2[cH:12][c:13]3[c:14]([n:15][c:16]([S:19][CH3:20])[n:17][n:18]3)[n:21]([CH2:24][CH3:25])[c:22]2=[N:23][C:27]([CH3:26])=[O:28])[cH:6][c:7]([O:9][CH3:10])[cH:8]1. Reactants: CCn1c(=N)c(-c2cc(OC)cc(OC)c2)cc2nnc(SC)nc21, CC(=O)OC(C)=O. Product: CCn1c(=NC(C)=O)c(-c2cc(OC)cc(OC)c2)cc2nnc(SC)nc21.